This data is from the Open Reaction Database (ORD), a public repository of structured organic reaction records. The task is: describe an organic reaction: reactants, conditions, products, and yield Starting materials: NC1[C@@H]2N(C(=C(CS2)C2=C(C(C2=O)=O)N)C(=O)OC(C2=CC=CC=C2)C2=CC=CC=C2)C1=O (diphenylmethyl 7-amino-3-(2-amino-3,4-dioxo-1-cyclobutenyl)-3-cephem-4-carboxylate), NC=1SC=C(N1)/C(/C(=O)N1N=NN(C1=S)C)=N/OC (1-[2-(2-aminothiazol-4-yl)-(Z)-2-methoxyiminoacetyl]-4-methyltetrazole-5-thione). Run in C1CCOC1 (THF). Yields the product NC=1SC=C(N1)/C(/C(=O)NC1[C@@H]2N(C(=C(CS2)C2=C(C(C2=O)=O)N)C(=O)OC(C2=CC=CC=C2)C2=CC=CC=C2)C1=O)=N/OC (Diphenylmethyl 7-[2-(2-aminothiazol-4-yl)-(Z)-2-methoxyiminoacetamido]-3-(2-amino-3,4-dioxo-1-cyclobutenyl)-3-cephem-4-carboxylate). As a reaction SMILES: [NH2:1][CH:2]1[C:32](=[O:33])[N:4]2[C:5]([C:16]([O:18][CH:19]([C:26]3[CH:31]=[CH:30][CH:29]=[CH:28][CH:27]=3)[C:20]3[CH:25]=[CH:24][CH:23]=[CH:22][CH:21]=3)=[O:17])=[C:6]([C:9]3[C:12](=[O:13])[C:11](=[O:14])[C:10]=3[NH2:15])[CH2:7][S:8][C@H:3]12.[NH2:34][C:35]1[S:36][CH:37]=[C:38](/[C:40](=[N:50]/[O:51][CH3:52])/[C:41](N2C(=S)N(C)N=N2)=[O:42])[N:39]=1>C1COCC1>[NH2:34][C:35]1[S:36][CH:37]=[C:38](/[C:40](=[N:50]/[O:51][CH3:52])/[C:41]([NH:1][CH:2]2[C:32](=[O:33])[N:4]3[C:5]([C:16]([O:18][CH:19]([C:20]4[CH:25]=[CH:24][CH:23]=[CH:22][CH:21]=4)[C:26]4[CH:31]=[CH:30][CH:29]=[CH:28][CH:27]=4)=[O:17])=[C:6]([C:9]4[C:12](=[O:13])[C:11](=[O:14])[C:10]=4[NH2:15])[CH2:7][S:8][C@H:3]23)=[O:42])[N:39]=1. Procedure details: Acylation of diphenylmethyl 7-amino-3-(2-amino-3,4-dioxo-1-cyclobutenyl)-3-cephem-4-carboxylate (25 mg, 0.054 mmol) with 1-[2-(2-aminothiazol-4-yl)-(Z)-2-methoxyiminoacetyl]-4-methyltetrazole-5-thione (19.5 mg, 0.066 mmol) in THF (0.25 mL), according to the procedure described in Example 13, afforded the title compound as a granular yellow solid. The reactants are C1C2CC3(CC(CC13)C2)C(=O)N=C2SC=CN2CO (2-(Hexahydro-2,5-methano-pentalene-3a-carbonylimino)-3-(1-hydroxymethyl)-2,3-dihydro-thiazole), CC(C)([O-])C.[K+] (potassium tert-butoxide), S(=O)(=O)(OC)OC (dimethyl sulfate), O1CCCC1 (tetrahydrofuran). Conditions: temperature 75 celsius, time 16 hour. The product is COCCN1/C(/SC(=C1)COC)=N/C(=O)C12CC3CC2CC(C1)C3 (N-[(2Z)-3-(2-methoxyethyl)-5-(methoxymethyl)-1,3-thiazol-2(3H)-ylidene]hexahydro-2,5-methanopentalene-3a(1H)-carboxamide). As a reaction SMILES: [CH2:1]1[CH:8]2[C:4]3([C:10]([N:12]=[C:13]4[N:17]([CH2:18]O)[CH:16]=[CH:15][S:14]4)=[O:11])[CH2:5][CH:6]([CH2:9][CH:2]1[CH2:3]3)[CH2:7]2.C[C:21](C)([O-:23])C.[K+].S(OC)(O[CH3:30])(=O)=O.[O:33]1[CH2:37]CC[CH2:34]1>>[CH3:34][O:33][CH2:37][CH2:18][N:17]1[CH:16]=[C:15]([CH2:30][O:23][CH3:21])[S:14]/[C:13]/1=[N:12]\[C:10]([C:4]12[CH2:5][CH:6]3[CH2:9][CH:2]([CH2:1][CH:8]1[CH2:7]3)[CH2:3]2)=[O:11] |f:1.2|. Procedure details: To a solution of Example 140C (120 mg, 0.34 mmol) in tetrahydrofuran (5 mL) were added potassium tert-butoxide (83 mg, 0.75 mmol) and dimethyl sulfate (95 mg 0.75 mmol). The reaction mixture was stirred at 75° C. for 16 hours, then cooled, quenched with saturated aqueous NaHCO3 (5 mL) and extracted with ethyl acetate (2×10 mL). The combined organic extracts were dried over anhydrous Na2SO4, filtered and concentrated under reduced pressure. The residue was purified by column chromatography using ... Starting materials: CCOC(=O)c1nc(C2CC2)ccc1Nc1cccnc1, Cn1ccc(N)n1. Yields the product Cn1ccc(NC(=O)c2nc(C3CC3)ccc2Nc2cccnc2)n1. RXN SMILES: [CH2:1]([O:2][C:4](=[O:5])[c:6]1[n:7][c:8]([CH:19]2[CH2:20][CH2:21]2)[cH:9][cH:10][c:11]1[NH:12][c:13]1[cH:14][n:15][cH:16][cH:17][cH:18]1)[CH3:3].[NH2:22][c:23]1[n:24][n:25]([CH3:28])[cH:26][cH:27]1>>[C:4](=[O:5])([c:6]1[n:7][c:8]([CH:19]2[CH2:20][CH2:21]2)[cH:9][cH:10][c:11]1[NH:12][c:13]1[cH:14][n:15][cH:16][cH:17][cH:18]1)[NH:22][c:23]1[n:24][n:25]([CH3:28])[cH:26][cH:27]1. Starting materials: CC1(C)OB(C2=CCCCC2)OC1(C)C, O=C([O-])[O-], Cc1ccccc1, CCO, CCOC(C)=O, O=[N+]([O-])c1cccnc1Cl, [Na+], [Na+], c1ccc(P(c2ccccc2)(c2ccccc2)[Pd](P(c2ccccc2)(c2ccccc2)c2ccccc2)(P(c2ccccc2)(c2ccccc2)c2ccccc2)P(c2ccccc2)(c2ccccc2)c2ccccc2)cc1. Yields the product O=[N+]([O-])c1cccnc1C1=CCCCC1. Reaction SMILES: [C:11]1([B:17]2[O:18][C:19]([CH3:20])([CH3:21])[C:22]([CH3:23])([CH3:24])[O:25]2)=[CH:12][CH2:13][CH2:14][CH2:15][CH2:16]1.[C:26](=[O:27])([O-:28])[O-:29].[CH3:32][c:33]1[cH:34][cH:35][cH:36][cH:37][cH:38]1.[CH3:39][CH2:40][OH:41].[CH3:42][CH2:43][O:44][C:45]([CH3:46])=[O:47].[Cl:1][c:2]1[n:3][cH:4][cH:5][cH:6][c:7]1[N+:8](=[O:9])[O-:10].[Na+:30].[Na+:31].[cH:48]1[cH:49][cH:50][c:51]([P:52]([Pd:53]([P:54]([c:55]2[cH:56][cH:57][cH:58][cH:59][cH:60]2)([c:61]2[cH:62][cH:63][cH:64][cH:65][cH:66]2)[c:67]2[cH:68][cH:69][cH:70][cH:71][cH:72]2)([P:73]([c:74]2[cH:75][cH:76][cH:77][cH:78][cH:79]2)([c:80]2[cH:81][cH:82][cH:83][cH:84][cH:85]2)[c:86]2[cH:87][cH:88][cH:89][cH:90][cH:91]2)[P:92]([c:93]2[cH:94][cH:95][cH:96][cH:97][cH:98]2)([c:99]2[cH:100][cH:101][cH:102][cH:103][cH:104]2)[c:105]2[cH:106][cH:107][cH:108][cH:109][cH:110]2)([c:111]2[cH:112][cH:113][cH:114][cH:115][cH:116]2)[c:117]2[cH:118][cH:119][cH:120][cH:121][cH:122]2)[cH:123][cH:124]1>>[c:2]1([C:11]2=[CH:12][CH2:13][CH2:14][CH2:15][CH2:16]2)[n:3][cH:4][cH:5][cH:6][c:7]1[N+:8](=[O:9])[O-:10]. The reactants are C(C1=CC=CC=C1)OC1=CC=C(C=C1)C/12C3=C(O\C1=C\CCCC2)C=CC=C3F ((E)-10a-(4-(Benzyloxy)phenyl)-1-fluoro-8,9,10,10a-tetrahydro-7H-benzo[b]-cyclohepta[d]furan). The reagents and catalysts are [Pd] (Palladium on activated carbon). Run in C(C)(=O)OCC (ethyl acetate), C(C)O (ethanol). The product is FC1=CC=CC=2O\C=3\C(C21)(CCCC/C3)C3=CC=C(C=C3)O ((E)-4-(1-Fluoro-8,9,10,10a-tetrahydro-7H-benzo[b]cyclohepta-[d]furan-10a-yl)phenol). The yield is 69.6%. Reaction SMILES: C([O:8][C:9]1[CH:14]=[CH:13][C:12]([C:15]23[CH2:24][CH2:23][CH2:22][CH2:21][CH:20]=[C:19]2[O:18][C:17]2[CH:25]=[CH:26][CH:27]=[C:28]([F:29])[C:16]3=2)=[CH:11][CH:10]=1)C1C=CC=CC=1>[Pd].C(OCC)(=O)C.C(O)C>[F:29][C:28]1[C:16]2[C:15]3([C:12]4[CH:11]=[CH:10][C:9]([OH:8])=[CH:14][CH:13]=4)[CH2:24][CH2:23][CH2:22][CH2:21][CH:20]=[C:19]3[O:18][C:17]=2[CH:25]=[CH:26][CH:27]=1. Procedure details: 10% Palladium on activated carbon (few mg) was added to a solution of 22 (15 mg) in ethyl acetate (2 mL) and ethanol (2 mL). A balloon filled with H2 was fitted and H2 was bubbled through the solution for 15 s. The mixture was filtered after 15 min, TLC indicated 50% conversion of 22. Work-up by flash chromatography (eluent: dichloromethane −>5% ethyl acetate in dichloromethane) afforded 8 mg of the title product. Starting material (5 mg) was recovered. LC-MS confirmed m/z=295 (M−1). 1H-NMR (400... Starting materials: N(N)C=1N=NC=CC1 (3-hydrazinopyridazine), N(N)C1=NC=CN=C1 (2-hydrazinopyrazine), N(N)C1=NC=CC=C1 (2-hydrazinopyridine). Product: N1=CN=CC2=C1NC=C2 (7H-pyrrolo[2,3-d]pyrimidine), N1=NC=CC2=C1NC=C2 (7H-pyrrolo[2,3-c]pyridazine), N1=C2C(=NC=C1)NC=C2 (5H-pyrrolo[2,3-b]pyrazine). RXN SMILES: [NH:1]([C:3]1[CH:8]=[CH:7][CH:6]=[CH:5][N:4]=1)N.[NH:9]([C:11]1[N:12]=[N:13][CH:14]=[CH:15][CH:16]=1)N.[NH:17]([C:19]1[CH:24]=N[CH:22]=[CH:21][N:20]=1)[NH2:18]>>[N:4]1[C:3]2[NH:1][CH:6]=[CH:7][C:8]=2[CH:11]=[N:9][CH:5]=1.[N:17]1[C:19]2[NH:20][CH:21]=[CH:22][C:24]=2[CH:16]=[CH:11][N:18]=1.[N:1]1[CH:3]=[CH:8][N:12]=[C:11]2[NH:13][CH:14]=[CH:15][C:16]=12. Procedure: Substituting 2-hydrazinopyridine 51 with 4-hydrazinopyrimnidine, 3-hydrazinopyridazine or 2-hydrazinopyrazine and following the procedure described above gives 7H-pyrrolo[2,3-d]pyrimidine, 7H-pyrrolo[2,3-c]pyridazine or 5H-pyrrolo[2,3-b]pyrazine respectively. Conditions: time 3 hour. RXN SMILES: C[O:2][C:3](=[O:43])[CH:4]([NH:35][C:36]([O:38][C:39]([CH3:42])([CH3:41])[CH3:40])=[O:37])[CH2:5][S:6][CH2:7][C:8]1[CH:13]=[CH:12][C:11]([C:14]2[CH:19]=[CH:18][CH:17]=[C:16]([CH2:20][N:21]3[C:30]4[C:25](=[CH:26][CH:27]=[C:28]([C:31]([F:34])([F:33])[F:32])[CH:29]=4)[CH2:24][CH2:23][CH2:22]3)[CH:15]=2)=[CH:10][CH:9]=1.[OH-].[Na+].Cl>C1COCC1.CO>[C:39]([O:38][C:36]([NH:35][CH:4]([CH2:5][S:6][CH2:7][C:8]1[CH:9]=[CH:10][C:11]([C:14]2[CH:19]=[CH:18][CH:17]=[C:16]([CH2:20][N:21]3[C:30]4[C:25](=[CH:26][CH:27]=[C:28]([C:31]([F:33])([F:34])[F:32])[CH:29]=4)[CH2:24][CH2:23][CH2:22]3)[CH:15]=2)=[CH:12][CH:13]=1)[C:3]([OH:43])=[O:2])=[O:37])([CH3:42])([CH3:40])[CH3:41] |f:1.2|. Run in C1CCOC1 (THF), CO (methanol). Reported procedure: Under a nitrogen atmosphere, a solution of 2-tert-butoxycarbonylamino-3-[3′-(7-trifluoromethyl-3,4-dihydro-2H-quinolin-1-ylmethyl)-biphenyl-4-ylmethylsulfanyl]-propionic acid methyl ester (0.173 g, 0.281 mmol) in 4 mL of THF and 1 mL of methanol was treated with 2 N NaOH (1.5 mL, 2.81 mmol). After stirring at room temperature for 3 hours, the solution was acidified with 2 N HCl to a pH 3. The resulting solution was extracted with ethyl acetate (2×50 mL), dried over MgSO4 and concentrated. The re... Product: C(C)(C)(C)OC(=O)NC(C(=O)O)CSCC1=CC=C(C=C1)C1=CC(=CC=C1)CN1CCCC2=CC=C(C=C12)C(F)(F)F (2-tert-butoxycarbonylamino-3-[3′-(7-trifluoromethyl-3,4-dihydro-2H-quinolin-1-ylmethyl)-biphenyl-4-ylmethylsulfanyl]-propionic acid). The reactants are COC(C(CSCC1=CC=C(C=C1)C1=CC(=CC=C1)CN1CCCC2=CC=C(C=C12)C(F)(F)F)NC(=O)OC(C)(C)C)=O (2-tert-butoxycarbonylamino-3-[3′-(7-trifluoromethyl-3,4-dihydro-2H-quinolin-1-ylmethyl)-biphenyl-4-ylmethylsulfanyl]-propionic acid methyl ester), [OH-].[Na+] (NaOH), Cl (HCl). The reactants are C(C)(C)(C)OC(=O)NC=1C(=NC(=NC1C)OCC(=O)O)C (2-(5-(tert-butoxycarbonylamino)-4,6-dimethylpyrimidine-2-yloxy)acetic acid), CNC1CCN(CC1)CC1=CC=C(C=C1)C(F)(F)F (N-methyl-1-(4-(trifluoromethyl)benzyl)-piperidine-4-amine). Yields the product NC=1C(=NC(=NC1C)OCC(=O)N(C1CCN(CC1)CC1=CC=C(C=C1)C(F)(F)F)C)C (2-(5-amino-4,6-dimethylpyrimidine-2-yloxy)-N-methyl-N-(1-(4-(trifluoromethyl)benzyl)piperidine-4-yl)acetamide). Reaction SMILES: C(OC([NH:8][C:9]1[C:10]([CH3:21])=[N:11][C:12]([O:16][CH2:17][C:18]([OH:20])=O)=[N:13][C:14]=1[CH3:15])=O)(C)(C)C.[CH3:22][NH:23][CH:24]1[CH2:29][CH2:28][N:27]([CH2:30][C:31]2[CH:36]=[CH:35][C:34]([C:37]([F:40])([F:39])[F:38])=[CH:33][CH:32]=2)[CH2:26][CH2:25]1>>[NH2:8][C:9]1[C:14]([CH3:15])=[N:13][C:12]([O:16][CH2:17][C:18]([N:23]([CH3:22])[CH:24]2[CH2:29][CH2:28][N:27]([CH2:30][C:31]3[CH:36]=[CH:35][C:34]([C:37]([F:40])([F:38])[F:39])=[CH:33][CH:32]=3)[CH2:26][CH2:25]2)=[O:20])=[N:11][C:10]=1[CH3:21]. Procedure: The title compound was synthesized from Compound 9 and N-methyl-1-(4-(trifluoromethyl)benzyl)-piperidine-4-amine in the same manner as in Example 64 and recrystallized from methylene chloride. The reactants are BrC1=CC=C(S1)S(=O)(=O)N (5-bromothiophene-2-sulphonamide), CC1(OC(NC2=C1C=C(C=C2)B(O)O)=O)C ((1,4-dihydro-4,4-dimethyl-2-oxo-2H-3,1-benzoxazin-6-yl)boronic acid). The product is CC1(C2=C(NC(O1)=O)C=CC(=C2)C2=CC=C(S2)S(=O)(=O)N)C (5-(4,4-Dimethyl-2-oxo-1,4-dihydro-2H-benzo[d][1,3]-oxazin-6-yl)-thiophene-2-sulfonamide). RXN SMILES: Br[C:2]1[S:6][C:5]([S:7]([NH2:10])(=[O:9])=[O:8])=[CH:4][CH:3]=1.[CH3:11][C:12]1([CH3:26])[C:17]2[CH:18]=[C:19](B(O)O)[CH:20]=[CH:21][C:16]=2[NH:15][C:14](=[O:25])[O:13]1>>[CH3:11][C:12]1([CH3:26])[O:13][C:14](=[O:25])[NH:15][C:16]2[CH:21]=[CH:20][C:19]([C:2]3[S:6][C:5]([S:7]([NH2:10])(=[O:9])=[O:8])=[CH:4][CH:3]=3)=[CH:18][C:17]1=2. Procedure details: Prepared according to procedure B from 5-bromothiophene-2-sulphonamide and (1,4-dihydro-4,4-dimethyl-2-oxo-2H-3,1-benzoxazin-6-yl)boronic acid. White solid: mp 258-260° C.; 1H-NMR (DMSO-d6) δ 10.41 (s, 1H), 7.71 (s, 2H), 7.58 (m, 2H), 7.52 (d, 1H, J=3.9 Hz), 7.48 (d, 1H, J=8.16 Hz), 6.95 (d, 1H, J=8.16 Hz), 1.66 (s, 6H); MS m/z 337 (M−H). Anal. Calc. for C14H14N2O4S2: C, 49.69; H, 4.17; N, 8.28. Found: C, 49.90; H, 4.28; N, 8.12.